Task: describe an organic reaction: reactants, conditions, products, and yield. Dataset: the Open Reaction Database (ORD), a public repository of structured organic reaction records Reactants: ClC1=CC=C(C(=O)Cl)C=C1 (p-chlorobenzoyl chloride), ice hydrochloric acid, [Cl-].[Al+3].[Cl-].[Cl-] (aluminum chloride), C(C)OC(=O)C1=C(N(C=C1CC)C)CC(=O)OCC (ethyl 3-ethoxycarbonyl-4-ethyl-1-methylpyrrole-2-acetate). The solvent is ClCCCl (1,2-dichloroethane). Conditions: time 10 hour. Product: ClC=1C=CC=C(C(=O)C2=C(C(=C(N2C)CC(=O)OCC)C(=O)OCC)CC)C1 (ethyl (5-chlorobenzoyl)-3-ethoxycarbonyl-4-ethyl-1-methyl-pyrrole-2-acetate). Reaction SMILES: Cl[C:2]1[CH:10]=[CH:9][C:5]([C:6](Cl)=[O:7])=[CH:4][CH:3]=1.[Cl-:11].[Al+3].[Cl-].[Cl-].[CH2:15]([O:17][C:18]([C:20]1[C:24]([CH2:25][CH3:26])=[CH:23][N:22]([CH3:27])[C:21]=1[CH2:28][C:29]([O:31][CH2:32][CH3:33])=[O:30])=[O:19])[CH3:16]>ClCCCl>[Cl:11][C:3]1[CH:2]=[CH:10][CH:9]=[C:5]([CH:4]=1)[C:6]([C:23]1[N:22]([CH3:27])[C:21]([CH2:28][C:29]([O:31][CH2:32][CH3:33])=[O:30])=[C:20]([C:18]([O:17][CH2:15][CH3:16])=[O:19])[C:24]=1[CH2:25][CH3:26])=[O:7] |f:1.2.3.4|. Procedure: A solution of 13.8 g. (0.0788 mole) of p-chlorobenzoyl chloride and 10.5 g. (0.0788 mole) of aluminum chloride in 120 ml. of 1,2-dichloroethane is added to a refluxing solution of 21.8 g. (0.0788 mole) of ethyl 3-ethoxycarbonyl-4-ethyl-1-methylpyrrole-2-acetate. The mixture is heated under reflux for 10 hours and stirred at room temperature for an additional 10 hours. It is then poured into ice-hydrochloric acid. The organic layer is separated, and the aqueous layer washed with 1,2-dichloroethan... Reactants: CC(=O)Oc1c(C)c(C)c2c(c1C)C(=O)CC(O)(COc1ccc([N+](=O)[O-])cc1)O2, CCO, C1CCOC1. Product: CC(=O)Oc1c(C)c(C)c2c(c1C)C(=O)CC(O)(COc1ccc(N)cc1)O2. RXN SMILES: [C:1]([CH3:2])(=[O:3])[O:4][c:5]1[c:6]([CH3:30])[c:7]2[c:12]([c:13]([CH3:16])[c:14]1[CH3:15])[O:11][C:10]([CH2:17][O:18][c:19]1[cH:20][cH:21][c:22]([N+:25]([O-:26])=[O:27])[cH:23][cH:24]1)([OH:28])[CH2:9][C:8]2=[O:29].[CH3:36][CH2:37][OH:38].[O:31]1[CH2:32][CH2:33][CH2:34][CH2:35]1>>[C:1]([CH3:2])(=[O:3])[O:4][c:5]1[c:6]([CH3:30])[c:7]2[c:12]([c:13]([CH3:16])[c:14]1[CH3:15])[O:11][C:10]([CH2:17][O:18][c:19]1[cH:20][cH:21][c:22]([NH2:25])[cH:23][cH:24]1)([OH:28])[CH2:9][C:8]2=[O:29].